This data is from the Open Reaction Database (ORD), a public repository of structured organic reaction records. The task is: describe an organic reaction: reactants, conditions, products, and yield Reactants: C(C)(C)(C)OC(=O)N1CC(N(CC1)CCS(=O)(=O)C)(C)C (4-(2-methanesulfonylethyl)-3,3-dimethylpiperazine-1-carboxylic acid tert-butyl ester), C(=O)(C(F)(F)F)O (TFA). The solvent is C(Cl)Cl (DCM). Conditions: time 2 hour. Product: CS(=O)(=O)CCN1C(CNCC1)(C)C (1-(2-(Methanesulfonyl)ethyl)-2,2-dimethylpiperazine). Isolated yield 91.3%. RXN SMILES: C(OC([N:8]1[CH2:13][CH2:12][N:11]([CH2:14][CH2:15][S:16]([CH3:19])(=[O:18])=[O:17])[C:10]([CH3:21])([CH3:20])[CH2:9]1)=O)(C)(C)C.C(O)(C(F)(F)F)=O>C(Cl)Cl>[CH3:19][S:16]([CH2:15][CH2:14][N:11]1[CH2:12][CH2:13][NH:8][CH2:9][C:10]1([CH3:21])[CH3:20])(=[O:17])=[O:18]. Procedure details: A mixture of 4-(2-methanesulfonylethyl)-3,3-dimethylpiperazine-1-carboxylic acid tert-butyl ester (510 mg, 1.59 mmol) and TFA (5 mL) in DCM (10 mL) was stirred at room temperature for 2 h. The reaction mixture was loaded onto an Isolute® SCX-2 cartridge which was washed with MeOH/DCM and the product eluted with 2M NH3/MeOH affording 1-(2-(Methanesulfonyl)ethyl)-2,2-dimethylpiperazine as a white solid (320 mg, 91%). 1H NMR (CDCl3, 300 MHz): δ 3.49 (s, 1 H); 3.12-3.03 (m, 5 H); 2.92-2.84 (m, 4 H);... Starting materials: C(C)(=O)OCC (Ethyl acetate), Cl.FC1=CC=C(C=C1)NN (4-Fluorophenylhydrazine hydrochloride), [Na] (sodium), CSC1=CC=C(C=C1)C=CC#N (3-[4-(methylthio)phenyl]acrylonitrile). Reported procedure: 4-Fluorophenylhydrazine hydrochloride 4 g) was added to a solution of sodium (1.13 g) in ethanol (50 ml), and the mixture was refluxed for 1 hour. To the cooled mixture was added 3-[4-(methylthio)phenyl]acrylonitrile (4.3 g), and the resulting mixture was refluxed overnight. Ethyl acetate and water were added, and the organic layer was separated, dried and concentrated. The oily residue (7.6 g) was purified by column chromatography on silica gel (76 g) eluting with a mixture of toluene and ethyl... The product is FC1=CC=C(C=C1)N1N=C(CC1C1=CC=C(C=C1)SC)N (4,5-dihydro-1-(4-fluorophenyl)-5-[4-(methylthio)phenyl]pyrazol-3-amine). Isolated yield 67.6%. RXN SMILES: Cl.[F:2][C:3]1[CH:8]=[CH:7][C:6]([NH:9][NH2:10])=[CH:5][CH:4]=1.[Na].[CH3:12][S:13][C:14]1[CH:19]=[CH:18][C:17]([CH:20]=[CH:21][C:22]#[N:23])=[CH:16][CH:15]=1.C(OCC)(=O)C>C(O)C.O>[F:2][C:3]1[CH:8]=[CH:7][C:6]([N:9]2[CH:20]([C:17]3[CH:18]=[CH:19][C:14]([S:13][CH3:12])=[CH:15][CH:16]=3)[CH2:21][C:22]([NH2:23])=[N:10]2)=[CH:5][CH:4]=1 |f:0.1,^1:10|. Run in O (water), C(C)O (ethanol). Reactants: [BH4-].[Na+] (NaBH4), C1(CCCCC1)COC=1C=CC2=C(CCCCC2=O)C1 (2-cyclohexylmethoxy-6,7,8,9-tetrahydro-benzocyclohepten-5-one), Cl (HCl). Solvent: CCO (EtOH). Run at temperature 40 celsius. Yields the product C1(CCCCC1)COC=1C=CC2=C(CCCCC2O)C1 (2-Cyclohexylmethoxy-6,7,8,9-tetrahydro-5H-benzocyclohepten-5-ol). Reaction SMILES: [CH:1]1([CH2:7][O:8][C:9]2[CH:10]=[CH:11][C:12]3[C:18](=[O:19])[CH2:17][CH2:16][CH2:15][CH2:14][C:13]=3[CH:20]=2)[CH2:6][CH2:5][CH2:4][CH2:3][CH2:2]1.[BH4-].[Na+].Cl>CCO>[CH:1]1([CH2:7][O:8][C:9]2[CH:10]=[CH:11][C:12]3[CH:18]([OH:19])[CH2:17][CH2:16][CH2:15][CH2:14][C:13]=3[CH:20]=2)[CH2:2][CH2:3][CH2:4][CH2:5][CH2:6]1 |f:1.2|. Procedure: To a suspension of 2-cyclohexylmethoxy-6,7,8,9-tetrahydro-benzocyclohepten-5-one (14.5 g, 53.23 mmol) in EtOH (150 mL) was added NaBH4 (1.96 g, 53.23 mmol) portionwise over 10 min. The mixture was heated to 40° C. for 1 h, cooled to 0° C., then made acidic with the addition of 1 N HCl. The white precipated solids were filtered, washed with water, and dried in vacuuo (14.25 g, 97%). m.p. 102-103° C. Reactants: FC=1C(=CC(=C(C1)CC(=O)OC)[N+](=O)[O-])[N+](=O)[O-] (methyl (5-fluoro-2,4-dinitrophenyl)acetate), COCCOC (ethylene glycol dimethyl ether), C(C)O (ethanol), [OH-].[Na+] (sodium hydroxide). Reagents/catalysts: [Pd] (Pd on carbon). Run in Cl (hydrochloric acid). The product is NC1=C(C=C2CC(NC2=C1)=O)F (6-Amino-5-fluoro-2-indolinone). Isolated yield 84.7%. RXN SMILES: [F:1][C:2]1[C:3]([N+:16]([O-])=O)=[CH:4][C:5]([N+:13]([O-])=O)=[C:6]([CH2:8][C:9](OC)=[O:10])[CH:7]=1.COCCOC.C(O)C.[OH-].[Na+]>Cl.[Pd]>[NH2:16][C:3]1[CH:4]=[C:5]2[C:6]([CH2:8][C:9](=[O:10])[NH:13]2)=[CH:7][C:2]=1[F:1] |f:3.4|. Procedure: A mixture of 10% Pd on carbon (2.44 g, 10% by weight), methyl (5-fluoro-2,4-dinitrophenyl)acetate (24.4 g, 93.8 mmol), ethylene glycol dimethyl ether (100 mL) and ethanol (100 mL) is hydrogenated on a Parr hydrogenator for 11/2 hours. After the uptake of 47-48 psi, the reaction mixture is removed from the hydrogenator. The catalyst is filtered and the filtrate is concentrated in vacuo to give a dark oil. The oil is diluted with 1M hydrochloric acid, heated at reflux for 20 minutes, cooled to roo... The reactants are CC(C)(C)[O-], CC(C)(C#N)c1nnc2ccc(Cl)nn12, [Na+], C1CCOC1, OCCCN1CCC(OC(c2ccccc2)c2ccccc2)CC1. The product is Cl, CC(C)(C#N)c1nnc2ccc(OCCCN3CCC(OC(c4ccccc4)c4ccccc4)CC3)nn12. RXN SMILES: [CH3:25][C:26]([CH3:27])([O-:28])[CH3:29].[Cl:31][c:32]1[cH:33][cH:34][c:35]2[n:36]([n:37]1)[c:38]([C:41]([C:42]#[N:43])([CH3:44])[CH3:45])[n:39][n:40]2.[Na+:30].[O:46]1[CH2:47][CH2:48][CH2:49][CH2:50]1.[c:1]1([CH:7]([O:8][CH:9]2[CH2:10][CH2:11][N:12]([CH2:15][CH2:16][CH2:17][OH:18])[CH2:13][CH2:14]2)[c:19]2[cH:20][cH:21][cH:22][cH:23][cH:24]2)[cH:2][cH:3][cH:4][cH:5][cH:6]1>>[ClH:31].[c:1]1([CH:7]([O:8][CH:9]2[CH2:10][CH2:11][N:12]([CH2:15][CH2:16][CH2:17][O:18][c:32]3[cH:33][cH:34][c:35]4[n:36]([n:37]3)[c:38]([C:41]([C:42]#[N:43])([CH3:44])[CH3:45])[n:39][n:40]4)[CH2:13][CH2:14]2)[c:19]2[cH:20][cH:21][cH:22][cH:23][cH:24]2)[cH:2][cH:3][cH:4][cH:5][cH:6]1.